From a dataset of the Open Reaction Database (ORD), a public repository of structured organic reaction records. describe an organic reaction: reactants, conditions, products, and yield Reactants: OCCBr, CN(C)C(=O)c1cc2cnc(Nc3ccc(N4CCNCC4)cn3)nc2n1C1CCCC1. The product is CN(C)C(=O)c1cc2cnc(Nc3ccc(N4CCN(CCO)CC4)cn3)nc2n1C1CCCC1. RXN SMILES: [Br:33][CH2:34][CH2:35][OH:36].[CH3:1][N:2]([C:3](=[O:4])[c:5]1[cH:6][c:7]2[c:8]([n:9][c:10]([NH:13][c:14]3[n:15][cH:16][c:17]([N:20]4[CH2:21][CH2:22][NH:23][CH2:24][CH2:25]4)[cH:18][cH:19]3)[n:11][cH:12]2)[n:26]1[CH:27]1[CH2:28][CH2:29][CH2:30][CH2:31]1)[CH3:32]>>[CH3:1][N:2]([C:3](=[O:4])[c:5]1[cH:6][c:7]2[c:8]([n:9][c:10]([NH:13][c:14]3[n:15][cH:16][c:17]([N:20]4[CH2:21][CH2:22][N:23]([CH2:34][CH2:35][OH:36])[CH2:24][CH2:25]4)[cH:18][cH:19]3)[n:11][cH:12]2)[n:26]1[CH:27]1[CH2:28][CH2:29][CH2:30][CH2:31]1)[CH3:32]. The reactants are OCCS (2-hydroxy-1-ethanethiol), NC1=NC=C(N=C1)Br (2-amino-5-bromopyrazine). Reagents/catalysts: C=1C=CC(=CC1)[P](C=2C=CC=CC2)(C=3C=CC=CC3)[Pd]([P](C=4C=CC=CC4)(C=5C=CC=CC5)C=6C=CC=CC6)([P](C=7C=CC=CC7)(C=8C=CC=CC8)C=9C=CC=CC9)[P](C=1C=CC=CC1)(C=1C=CC=CC1)C=1C=CC=CC1 (tetrakis(triphenylphosphine)palladium). Solvent: O (water), CN(C=O)C (N,N-dimethylformamide). Reaction conditions: temperature 120 celsius, time 3 hour. Yields the product NC=1N=CC(=NC1)SCCO (2-(5-Aminopyrazin-2-ylthio)ethanol), crystals. Isolated yield 44.0%. As a reaction SMILES: [OH:1][CH2:2][CH2:3][SH:4].[NH2:5][C:6]1[CH:11]=[N:10][C:9](Br)=[CH:8][N:7]=1>CN(C)C=O.O.C1C=CC([P]([Pd]([P](C2C=CC=CC=2)(C2C=CC=CC=2)C2C=CC=CC=2)([P](C2C=CC=CC=2)(C2C=CC=CC=2)C2C=CC=CC=2)[P](C2C=CC=CC=2)(C2C=CC=CC=2)C2C=CC=CC=2)(C2C=CC=CC=2)C2C=CC=CC=2)=CC=1>[NH2:5][C:6]1[N:7]=[CH:8][C:9]([S:4][CH2:3][CH2:2][OH:1])=[N:10][CH:11]=1 |^1:22,24,43,62|. Reported procedure: According to the method described in WO2004/052869, 2-hydroxy-1-ethanethiol (0.93 mL) and tetrakis(triphenylphosphine)palladium (3.39 g) were added to a solution of 2-amino-5-bromopyrazine (1.00 g, 5.75 mmol) in N,N-dimethylformamide (15.1 mL), and the mixture was heated and stirred at 120° C. in a sealed tube for about 3 hours. After cooling, the reaction mixture was diluted with water and extracted with a mixed solution (dichloromethane:ethanol=5:1) (100 mL×6). The organic layer was dried over... The reactants are P(OC)(OC)[O-] (Dimethyl phosphite), Cl (Hydrochloric acid), [N+](=O)([O-])C1=CC=C(C=O)C=C1 (p-nitrobenzaldehyde). Solvent: O1CCCC1 (tetrahydrofuran). Reaction conditions: time 30 minute. Yields the product O[C@H](C1=CC=C(C=C1)[N+](=O)[O-])P(OC)(OC)=O (dimethyl (S)-hydroxy(p-nitrophenyl)methylphosphonate), final product. Yield: 81.0%. RXN SMILES: [P:1]([O-:6])([O:4][CH3:5])[O:2][CH3:3].[N+:7]([C:10]1[CH:17]=[CH:16][C:13]([CH:14]=[O:15])=[CH:12][CH:11]=1)([O-:9])=[O:8].Cl>O1CCCC1>[OH:15][C@@H:14]([P:1](=[O:6])([O:4][CH3:5])[O:2][CH3:3])[C:13]1[CH:12]=[CH:11][C:10]([N+:7]([O-:9])=[O:8])=[CH:17][CH:16]=1. Reported procedure: Dimethyl phosphite (37 μl, 0.40 mmol) was added to the solution of ALB in tetrahydrofuran (0.1M, 0.40 ml) obtained in Example 1 at room temperature. After stirring at room temperature for 30 minutes, the reaction vessel was cooled to -78° C., and it was maintained at this temperature for 15 minutes. Then p-nitrobenzaldehyde (0.40 mmol) was added thereto. After the temperature was raised to room temperature, the stirring was continued for 12 hours. Hydrochloric acid (1N) was added thereto to stop... Reactants: CCCCCC, [Cl-], C[Si](C)(Cl)CCl, Cl, Fc1ccc(CCl)cc1, Fc1ccc(C[Mg+])cc1, [Mg]. Product: C[Si](C)(CCl)Cc1ccc(F)cc1. As a reaction SMILES: [CH3:28][CH2:29][CH2:30][CH2:31][CH2:32][CH3:33].[Cl-:1].[Cl:21][Si:22]([CH3:23])([CH3:24])[CH2:25][Cl:26].[ClH:27].[F:11][c:12]1[cH:13][cH:14][c:15]([CH2:16][Cl:17])[cH:18][cH:19]1.[F:2][c:3]1[cH:4][cH:5][c:6]([CH2:7][Mg+:8])[cH:9][cH:10]1.[Mg:20]>>[F:2][c:3]1[cH:4][cH:5][c:6]([CH2:7][Si:22]([CH3:23])([CH3:24])[CH2:25][Cl:26])[cH:9][cH:10]1. Starting materials: OC1CN(C1)C([C@@](C(C)C)(C)NC(OC(C)(C)C)=O)=O ((S)-tert-butyl 1-(3-hydroxyazetidin-1-yl)-2,3-dimethyl-1-oxobutan-2-ylcarbamate), resultant mixture, [H-].[H-].[H-].[H-].[Li+].[Al+3] (LAH), solution, [H-].[H-].[H-].[H-].[Li+].[Al+3] (LAH). Solvent: C1CCOC1 (THF), C1CCOC1 (THF), C1CCOC1 (THF). Run at temperature 60 celsius. Product: C[C@@](CN1CC(C1)O)(C(C)C)NC ((S)-1-(2,3-Dimethyl-2-(methylamino)butyl)azetidin-3-ol). The yield is 114.8%. RXN SMILES: [OH:1][CH:2]1[CH2:5][N:4]([C:6](=O)[C@:7]([NH:12][C:13](=O)OC(C)(C)C)([CH3:11])[CH:8]([CH3:10])[CH3:9])[CH2:3]1.[H-].[H-].[H-].[H-].[Li+].[Al+3]>C1COCC1>[CH3:11][C@:7]([NH:12][CH3:13])([CH:8]([CH3:10])[CH3:9])[CH2:6][N:4]1[CH2:3][CH:2]([OH:1])[CH2:5]1 |f:1.2.3.4.5.6|. Procedure: To a solution of (S)-tert-butyl 1-(3-hydroxyazetidin-1-yl)-2,3-dimethyl-1-oxobutan-2-ylcarbamate (Compound X) (1.07 g, 3.74 mmol) in THF (50 mL) was a 1M solution of LAH in THF (16 ml, 16.00 mmol) dropwise added (over approximately 2 min) at −20° C. under a nitrogen atmosphere. The resultant mixture was stirred at rt for 30 min and heated at 60° C. over night. Additional LAH in THF (1M solution, 2 mL, 2 mmol) was added and the mixture was heated at 70° C. over night. The solvent was removed. 1,4... Reactants: CC(=O)O, Cl, C=CC(N)C(F)CCC(N)(C(=O)O)C(=O)O. Yields the product C=CC(N)C(F)CCC(N)C(=O)O. RXN SMILES: [CH3:18][C:19](=[O:20])[OH:21].[ClH:17].[NH2:1][C:2]([C:3](=[O:4])[OH:5])([CH2:6][CH2:7][CH:8]([CH:9]([CH:10]=[CH2:11])[NH2:12])[F:13])[C:14]([OH:15])=[O:16]>>[NH2:1][CH:2]([C:3](=[O:4])[OH:5])[CH2:6][CH2:7][CH:8]([CH:9]([CH:10]=[CH2:11])[NH2:12])[F:13].